From a dataset of the Open Reaction Database (ORD), a public repository of structured organic reaction records. describe an organic reaction: reactants, conditions, products, and yield Reactants: ( vi ), IC1=CC=C(C=C1)C1=CN=C(N1)[C@H](C(C)C)N1C(N[C@@H](C1=O)CCC(=O)O)=O (3-((R)-1-{(S)-1-[5-(4-iodo-phenyl)-1H-imidazol-2-yl]-2-methyl-propyl}-2,5-dioxo-imidazolidin-4-yl)-propionic acid), C(C)(C)(C)OC(=O)N[C@@H](C(=O)O)C1=CC=C(C=C1)OCC(N(C)C)=O ((R)-tert-butoxycarbonylamino-(4-dimethylcarbamoylmethoxy-phenyl)-acetic acid), Cl[Si](C)(C)C (chlorotrimethylsilane), C(C)(C)(C)OC(=O)N[C@@H](C(=O)O)C1=CC=C(C=C1)OCC(N(C)C)=O ((R)-tert-butoxycarbonylamino-(4-dimethylcarbamoylmethoxy-phenyl)-acetic acid), FC(C(=O)O)(F)F (trifluoroacetic acid), C(C)(C)(C)OC(=O)N[C@@H](C(=O)O)CC#C ((R)-2-tert-butoxycarbonylamino-pent-4-ynoic acid), C(C)(C)(C)OC(N[C@@H]([C@@H](C)C1=CC=CC=C1)C=1NC(=CN1)C1=C(C=CC=C1)F)=O ({(1S,2S)-1-[5-(2-fluoro-phenyl)-1H-imidazol-2-yl]-2-phenyl-propyl}-carbamic acid tert-butyl ester), IC1=CC=C(C=C1)C(C)=O (1-(4-iodo-phenyl)-ethanone), ClN1C(CCC1=O)=O (N-chlorosuccinimide). Run in C(=O)O (formic acid), C(C)N(CC)CC (triethylamine). Procedure details: Prepared by the same method as described in example 1 except that (i) steps A, B, and C were omitted; (ii) commercially available 1-(4-iodo-phenyl)-ethanone was used in place of 1-(2-fluoro-4-iodo-phenyl)-ethanone in step 18-D; (iii) (S)-2-tert-butoxycarbonylamino-3-phenyl-propionic acid was used in place of (2S,3S)-2-tert-butoxycarbonylamino-3-phenyl-butyric acid in step 18-E; (iv) chlorination of the 5-position of the imidazole ring with N-chlorosuccinimide in step 18-F was omitted; (v) (R)-2-... As a reaction SMILES: [I:1][C:2]1[CH:7]=[CH:6][C:5]([C:8]2[NH:12][C:11]([C@@H:13]([N:17]3[C:21](=[O:22])[C@@H:20]([CH2:23][CH2:24][C:25](O)=O)[NH:19][C:18]3=[O:28])[CH:14]([CH3:16])C)=[N:10][CH:9]=2)=[CH:4][CH:3]=1.C(OC(=O)N[C@H:36]([C:45]1NC(C2C=CC=CC=2F)=CN=1)[C@H:37]([C:39]1C=CC=C[CH:40]=1)C)(C)(C)C.IC1C=CC(C(=O)C)=CC=1.C(OC(N[C@H](C1C=CC(OCC(=O)N(C)C)=CC=1)C(O)=O)=O)(C)(C)C.ClN1C(=O)CCC1=O.C(OC(N[C@H](CC#C)C(O)=O)=O)(C)(C)C.FC(F)(F)C(O)=O.Cl[Si](C)(C)C>C(N(CC)CC)C.C(O)=O>[I:1][C:2]1[CH:3]=[CH:4][C:5]([C:8]2[NH:12][C:11]([C@@H:13]([N:17]3[C:21](=[O:22])[C@@H:20]([CH2:23][C:24]#[CH:25])[NH:19][C:18]3=[O:28])[CH2:14][C:16]3[CH:40]=[CH:39][CH:37]=[CH:36][CH:45]=3)=[N:10][CH:9]=2)=[CH:6][CH:7]=1. The product is IC1=CC=C(C=C1)C1=CN=C(N1)[C@H](CC1=CC=CC=C1)N1C(N[C@@H](C1=O)CC#C)=O ((R)-3-{(S)-1-[5-(4-Iodo-phenyl)-1H-imidazol-2-yl]-2-phenyl-ethyl}-5-prop-2-ynyl-imidazolidine-2,4-dione). Reactants: ClC(=O)OC1=CC=CC=C1 (phenyl chloroformate), NC1=NC=C(N=C1)C1=CC(=CC=C1)O (2-amino-5-(3-hydroxyphenyl)pyrazine), O (water). Solvent: N1=CC=CC=C1 (pyridine). Run at time 1 hour. Product: OC=1C=C(C=CC1)C=1N=CC(=NC1)NC(OC1=CC=CC=C1)=O (Phenyl N-[5-(3-hydroxyphenyl)-2-pyrazinyl]carbamate). As a reaction SMILES: [NH2:1][C:2]1[CH:7]=[N:6][C:5]([C:8]2[CH:13]=[CH:12][CH:11]=[C:10]([OH:14])[CH:9]=2)=[CH:4][N:3]=1.Cl[C:16]([O:18][C:19]1[CH:24]=[CH:23][CH:22]=[CH:21][CH:20]=1)=[O:17].O>N1C=CC=CC=1>[OH:14][C:10]1[CH:9]=[C:8]([C:5]2[N:6]=[CH:7][C:2]([NH:1][C:16](=[O:17])[O:18][C:19]3[CH:24]=[CH:23][CH:22]=[CH:21][CH:20]=3)=[N:3][CH:4]=2)[CH:13]=[CH:12][CH:11]=1. Procedure details: To a solution of 2-amino-5-(3-hydroxyphenyl)pyrazine (89 mg) in pyridine (10 mL) was added under ice-cooling phenyl chloroformate (63 μL). The mixture was stirred for 1 hour and then poured into water (30 mL) and extracted with ethyl acetate (20 mL×3). The extract was washed with saturated saline solution and then dried over anhydrous Na2SO4. The concentration of the solvent left a crystal residue, which was washed with ethyl ether (10 mL) to give the subject compound (51 mg). Reactants: C1CCOC1, [Li]CCCC, Cn1ccnc1Cl, O=Cc1cccc(F)c1. Yields the product Cn1c(C(O)c2cccc(F)c2)cnc1Cl. RXN SMILES: [CH2:22]1[O:23][CH2:24][CH2:25][CH2:26]1.[CH3:8][CH2:9][CH2:10][CH2:11][Li:12].[Cl:1][c:2]1[n:3]([CH3:7])[cH:4][cH:5][n:6]1.[F:13][c:14]1[cH:15][c:16]([CH:17]=[O:18])[cH:19][cH:20][cH:21]1>>[Cl:1][c:2]1[n:3]([CH3:7])[c:4]([CH:17]([c:16]2[cH:15][c:14]([F:13])[cH:21][cH:20][cH:19]2)[OH:18])[cH:5][n:6]1. Starting materials: C(C)(C)(C)OC(N(CC=1C(=NC=C(C1)F)OC)C1=NC=C(C=C1)C(O)C1=CNC=2N=CN=C(C21)Cl)=O ({5-[(4-chloro-7H-pyrrolo[2,3-d]pyrimidin-5-yl)-hydroxy-methyl]-pyridin-2-yl}-(5-fluoro-2-methoxy-pyridin-3-ylmethyl)-carbamic acid tert-butyl ester), FC(C(=O)O)(F)F (trifluoroacetic acid), C(C)[SiH](CC)CC (triethylsilane), C(C)#N (acetonitrile). Run in O (water). Yields the product FC=1C=C(C(=NC1)OC)CNC1=CC=C(C=N1)CC1=CNC=2N=CN=C(C21)O (5-{6-[(5-fluoro-2-methoxy-pyridin-3-ylmethyl)-amino]-pyridin-3-ylmethyl}-7H-pyrrolo[2,3-d]pyrimidin-4-ol). The yield is 44.0%. As a reaction SMILES: C(OC(=O)[N:7]([C:18]1[CH:23]=[CH:22][C:21]([CH:24]([C:26]2[C:34]3[C:33](Cl)=[N:32][CH:31]=[N:30][C:29]=3[NH:28][CH:27]=2)O)=[CH:20][N:19]=1)[CH2:8][C:9]1[C:10]([O:16][CH3:17])=[N:11][CH:12]=[C:13]([F:15])[CH:14]=1)(C)(C)C.FC(F)(F)C(O)=[O:40].C([SiH](CC)CC)C.C(#N)C>O>[F:15][C:13]1[CH:14]=[C:9]([CH2:8][NH:7][C:18]2[N:19]=[CH:20][C:21]([CH2:24][C:26]3[C:34]4[C:33]([OH:40])=[N:32][CH:31]=[N:30][C:29]=4[NH:28][CH:27]=3)=[CH:22][CH:23]=2)[C:10]([O:16][CH3:17])=[N:11][CH:12]=1. Procedure: {5-[(4-Chloro-7H-pyrrolo[2,3-d]pyrimidin-5-yl)-hydroxy-methyl]-pyridin-2-yl}-(5-fluoro-2-methoxy-pyridin-3-ylmethyl)-carbamic acid tert-butyl ester (78, 0.022 g, 0.043 mmol), trifluoroacetic acid (0.062 mL, 0.80 mmol), triethylsilane (0.15 mL, 0.97 mmol) and 0.46 mL acetonitrile were combined in a round bottom flask. The reaction was heated at reflux for 3 hours, then poured into water and extracted with ethyl acetate. The organic layer was washed with brine, dried over sodium sulfate, filtered ... Reactants: C(C)OC(=O)N1CCC(CC1)NS(=O)(=O)C1=CC=C(C2=CC=CC=C12)N (4-(4-Amino-naphthalene-1-sulfonylamino)-piperidine-1-carboxylic acid ethyl ester), COC1=CC=C(C=C1)N (p-anisidine), C([O-])(O)=O.[Na+] (sodium bicarbonate), CC1=C(C(=O)Cl)C=CC=N1 (2-methyl nicotinic chloride). Run in C(Cl)Cl (CH2Cl2). Conditions: time 8 hour. The product is C(C)OC(=O)N1CCC(CC1)NS(=O)(=O)C1=CC=C(C2=CC=CC=C12)NC(=O)C=1C(=NC=CC1)C (4-{4-[(2-Methyl-pyridine-3-carbonyl)-amino]-naphthalene-1-sulfonylamino}-piperidine-1-carboxylic acid ethyl ester). As a reaction SMILES: [CH2:1]([O:3][C:4]([N:6]1[CH2:11][CH2:10][CH:9]([NH:12][S:13]([C:16]2[C:25]3[C:20](=[CH:21][CH:22]=[CH:23][CH:24]=3)[C:19]([NH2:26])=[CH:18][CH:17]=2)(=[O:15])=[O:14])[CH2:8][CH2:7]1)=[O:5])[CH3:2].COC1C=CC(N)=CC=1.C(=O)(O)[O-].[Na+].[CH3:41][C:42]1[N:50]=[CH:49][CH:48]=[CH:47][C:43]=1[C:44](Cl)=[O:45]>C(Cl)Cl>[CH2:1]([O:3][C:4]([N:6]1[CH2:7][CH2:8][CH:9]([NH:12][S:13]([C:16]2[C:25]3[C:20](=[CH:21][CH:22]=[CH:23][CH:24]=3)[C:19]([NH:26][C:44]([C:43]3[C:42]([CH3:41])=[N:50][CH:49]=[CH:48][CH:47]=3)=[O:45])=[CH:18][CH:17]=2)(=[O:15])=[O:14])[CH2:10][CH2:11]1)=[O:5])[CH3:2] |f:2.3|. Procedure details: To a suspension of 4-(4-Amino-naphthalene-1-sulfonylamino)-piperidine-1-carboxylic acid ethyl ester (0.26 g, 0.71 mmol) (prepared following the general procedure in Scheme 3, substituting 4-amino-piperidine-1-carboxylic acid ethyl ester for p-anisidine) in CH2Cl2 (10 mL) and aqueous saturated sodium bicarbonate solution (4 mL) was added 2-methyl nicotinic chloride (0.16 g, 1.07 mmol) and the resulting mixture was stirred at room temperature overnight. The organic layer was separated, dried over ... The reactants are FC=1C=C(C=O)C=C(C1F)F (3,4,5-trifluorobenzaldehyde), C1(=CC=CC=C1)P(=C(C(=O)OCC)C)(C1=CC=CC=C1)C1=CC=CC=C1 (ethyl 2-(triphenylphosphanylidene)propionate). The solvent is CN(C)C=O (DMF), C(C)(C)OC(C)C (diisopropyl ether). The product is CC(C(=O)OCC)=CC1=CC(=C(C(=C1)F)F)F (Ethyl 2-methyl-3-(3,4,5-trifluorophenyl)acrylate). RXN SMILES: [F:1][C:2]1[CH:3]=[C:4]([CH:7]=[C:8]([F:11])[C:9]=1[F:10])[CH:5]=O.C1(P(C2C=CC=CC=2)(C2C=CC=CC=2)=[C:19]([CH3:25])[C:20]([O:22][CH2:23][CH3:24])=[O:21])C=CC=CC=1>CN(C=O)C.C(OC(C)C)(C)C>[CH3:25][C:19](=[CH:5][C:4]1[CH:3]=[C:2]([F:1])[C:9]([F:10])=[C:8]([F:11])[CH:7]=1)[C:20]([O:22][CH2:23][CH3:24])=[O:21]. Procedure: 1.0 eq. of 3,4,5-trifluorobenzaldehyde is dissolved in DMF and stirred at room temperature with 1.1 eq. of ethyl 2-(triphenylphosphanylidene)propionate until complete conversion can be determined by means of thin-layer chromatography. The mixture is freed from the solvent and the residue is stirred in diisopropyl ether. The insoluble residue is filtered off, the filtrate is concentrated in vacuo and the residue is chromatographed on silica gel (EA/heptane 1:1), the title compound being obtained ... Reaction SMILES: [CH2:1]([NH:3][C:4]1[C:5](=[CH:9][CH:10]=[CH:11][CH:12]=1)[C:6]([OH:8])=O)[CH3:2].[O-:13][C:14]#[N:15].[Na+].[OH-].[Na+]>C(O)(=O)C>[CH2:1]([N:3]1[C:4]2[C:5](=[CH:9][CH:10]=[CH:11][CH:12]=2)[C:6](=[O:8])[NH:15][C:14]1=[O:13])[CH3:2] |f:1.2,3.4|. The product is C(C)N1C(NC(C2=CC=CC=C12)=O)=O (1,2,3,4-tetrahydro-1-ethyl-2,4-dioxoquinazoline). Reactants: C(C)NC=1C(C(=O)O)=CC=CC1 (N-ethylanthranilic acid), [O-]C#N.[Na+] (sodium cyanate), [OH-].[Na+] (sodium hydroxide). Run in C(C)(=O)O (acetic acid). Procedure details: Am. Chem. Soc. (1933), pages 2113-2116 describes the reaction of N-ethylanthranilic acid with sodium cyanate and acetic acid and subsequent addition of sodium hydroxide to give 1,2,3,4-tetrahydro-1-ethyl-2,4-dioxoquinazoline. However, disadvantages of this process are the low space yield, because of the dilute reaction solution, and the very high excess of sodium hydroxide. Starting materials: solid, BrC1=CC(=CC=2C(=C3N(C12)CCNC3=O)C)Cl (6-bromo-8-chloro-10-methyl-3,4-dihydro-2H-pyrazino[1,2-a]indol-1-one), BrC1=CC(=CC=2C(=C3N(C12)CCNC3=O)C)Cl (6-bromo-8-chloro-10-methyl-3,4-dihydro-2H-pyrazino[1,2-a]indol-1-one), C(C)(C)C1=CC=C(C=C1)B(O)O (4-isopropyl-phenylboronic acid). Yields the product ClC1=CC=2C(=C3N(C2C(=C1)C1=CC=C(C=C1)C(C)C)CCNC3=O)C (8-Chloro-6-(4-isopropyl-phenyl)-10-methyl-3,4-dihydro-2H-pyrazino[1,2-a]indol-1-one). As a reaction SMILES: Br[C:2]1[C:10]2[N:9]3[CH2:11][CH2:12][NH:13][C:14](=[O:15])[C:8]3=[C:7]([CH3:16])[C:6]=2[CH:5]=[C:4]([Cl:17])[CH:3]=1.[CH:18]([C:21]1[CH:26]=[CH:25][C:24](B(O)O)=[CH:23][CH:22]=1)([CH3:20])[CH3:19]>>[Cl:17][C:4]1[CH:3]=[C:2]([C:24]2[CH:25]=[CH:26][C:21]([CH:18]([CH3:20])[CH3:19])=[CH:22][CH:23]=2)[C:10]2[N:9]3[CH2:11][CH2:12][NH:13][C:14](=[O:15])[C:8]3=[C:7]([CH3:16])[C:6]=2[CH:5]=1. Procedure: The title compound, off-white solid (76 mg, 86%), MS (ISP) m/z=353.5 [(M+H)+], mp 194.5° C., was prepared in accordance with the general method of example 1 from 6-bromo-8-chloro-10-methyl-3,4-dihydro-2H-pyrazino[1,2-a]indol-1-one (intermediate 12) (78.4 mg, 0.25 mmol) and commercially available 4-isopropyl-phenylboronic acid (53.3 mg, 0.325 mmol). Reactants: ClP(C1=CC=CC=C1)C1=CC=CC=C1 (chlorodiphenylphosphine), [OH-].[Na+] (sodium hydroxide), O (water), FC1=CC=C(C=C1)C1=NC(=NC(=C1CO)C(C)C)N(S(=O)(=O)C)C ([4-(4-fluorophenyl)-6-isopropyl-2-(N-methyl-N-methylsulfonylamino)pyrimidin-5-yl]methanol). Reagents/catalysts: [Cl-].C(CCC)[N+](CCCC)(CCCC)CCCC (tetrabutylammonium chloride). The solvent is C1(=CC=CC=C1)C (toluene), C1(=CC=CC=C1)C (toluene). Reaction conditions: temperature 111 celsius, time 3.5 hour. Product: C1(=CC=CC=C1)P(=O)(C1=CC=CC=C1)CC=1C(=NC(=NC1C(C)C)N(S(=O)(=O)C)C)C1=CC=C(C=C1)F (N-[5-(diphenylphosphinoylmethyl)-4-(4-fluorophenyl)-6-isopropylpyrimidin-2-yl]-N-methylmethanesulfonamide). RXN SMILES: [F:1][C:2]1[CH:7]=[CH:6][C:5]([C:8]2[C:13]([CH2:14]O)=[C:12]([CH:16]([CH3:18])[CH3:17])[N:11]=[C:10]([N:19]([CH3:24])[S:20]([CH3:23])(=[O:22])=[O:21])[N:9]=2)=[CH:4][CH:3]=1.Cl[P:26]([C:33]1[CH:38]=[CH:37][CH:36]=[CH:35][CH:34]=1)[C:27]1[CH:32]=[CH:31][CH:30]=[CH:29][CH:28]=1.[OH-:39].[Na+].O>C1(C)C=CC=CC=1.[Cl-].C([N+](CCCC)(CCCC)CCCC)CCC>[C:27]1([P:26]([CH2:14][C:13]2[C:8]([C:5]3[CH:6]=[CH:7][C:2]([F:1])=[CH:3][CH:4]=3)=[N:9][C:10]([N:19]([CH3:24])[S:20]([CH3:23])(=[O:22])=[O:21])=[N:11][C:12]=2[CH:16]([CH3:18])[CH3:17])([C:33]2[CH:38]=[CH:37][CH:36]=[CH:35][CH:34]=2)=[O:39])[CH:32]=[CH:31][CH:30]=[CH:29][CH:28]=1 |f:2.3,6.7|. Procedure details: 2.02 g (5.69 mmol) of [4-(4-fluorophenyl)-6-isopropyl-2-(N-methyl-N-methylsulfonylamino)pyrimidin-5-yl]methanol was initially charged in 13.1 g of toluene and, with ice-bath cooling, admixed with 1.71 g (7.69 mmol) of chlorodiphenylphosphine in 1.9 g of toluene. The mixture was heated at 111° C. for 2.5 h. After cooling to room temperature, 1.17 g (8.78 mmol) of 30 percent strength sodium hydroxide solution and 182 mg (0.597 mmol) of tetrabutylammonium chloride were added, and the mixture was st... Starting materials: CC(C)(C)OC(=O)NCCOS(C)(=O)=O, CCOC(C)=O, [K+], [K+], O=[N+]([O-])c1c[nH]cn1, O=C([O-])[O-], CN(C)C=O. Product: CC(C)(C)OC(=O)NCCn1cnc([N+](=O)[O-])c1. Reaction SMILES: [C:1]([CH3:2])([CH3:3])([CH3:4])[O:5][C:6](=[O:7])[NH:8][CH2:9][CH2:10][O:11][S:12]([CH3:13])(=[O:14])=[O:15].[CH3:35][CH2:36][O:37][C:38]([CH3:39])=[O:40].[K+:24].[K+:25].[N+:16](=[O:17])([O-:18])[c:19]1[n:20][cH:21][nH:22][cH:23]1.[O-:26][C:27]([O-:28])=[O:29].[O:30]=[CH:31][N:32]([CH3:33])[CH3:34]>>[C:1]([CH3:2])([CH3:3])([CH3:4])[O:5][C:6](=[O:7])[NH:8][CH2:9][CH2:10][n:22]1[cH:21][n:20][c:19]([N+:16](=[O:17])[O-:18])[cH:23]1.